This data is from the Open Reaction Database (ORD), a public repository of structured organic reaction records. The task is: describe an organic reaction: reactants, conditions, products, and yield The reactants are Cl.C(C)OC(CN)=O (glycine ethyl ester hydrochloride), CN1CCOCC1 (4-methylmorpholine), Cl.C(C)OC(CN)=O (glycine ethyl ester hydrochloride), CN1CCOCC1 (4-methylmorpholine), ClC1=NC(=NC(=N1)OC)OC (2-chloro-4,6-dimethoxy-1,3,5-triazine), NC=1N=C(C2=C(N1)NCC(C2)CCC2=CC=C(S2)C(=O)O)O (5-[2-(2-amino-4-hydroxy-5,6,7,8-tetrahydropyrido[2,3-d]-pyrimidin-6-yl)ethyl]thien-2-ylcarboxylic acid), CN1CCOCC1 (4-methylmorpholine). Reaction conditions: time 35 minute. Reported procedure: To 0.15 g (0.47 mmol) of 5-[2-(2-amino-4-hydroxy-5,6,7,8-tetrahydropyrido[2,3-d]-pyrimidin-6-yl)ethyl]thien-2-ylcarboxylic acid in a three-necked round bottomed flask under an atmosphere of nitrogen were added 3.0 mL of anhydrous dimethylformamide and 0.11 mL (0.99 mmol) of 4-methylmorpholine. To this was then added 0.84 g (0.48 mmol) of 2-chloro-4,6-dimethoxy-1,3,5-triazine. The reaction mixture was stirred at room temperature for 35 minutes and a solution of 0.072 g (0.51 mmol) of glycine ethy... As a reaction SMILES: [NH2:1][C:2]1[N:3]=[C:4]([OH:22])[C:5]2[CH2:11][CH:10]([CH2:12][CH2:13][C:14]3[S:18][C:17]([C:19]([OH:21])=O)=[CH:16][CH:15]=3)[CH2:9][NH:8][C:6]=2[N:7]=1.CN1CCOCC1.ClC1N=C(OC)N=C(OC)N=1.Cl.[CH2:42]([O:44][C:45](=[O:48])[CH2:46][NH2:47])[CH3:43]>CN(C)C=O>[CH2:42]([O:44][C:45](=[O:48])[CH2:46][NH:47][C:19]([C:17]1[S:18][C:14]([CH2:13][CH2:12][CH:10]2[CH2:9][NH:8][C:6]3[N:7]=[C:2]([NH2:1])[N:3]=[C:4]([OH:22])[C:5]=3[CH2:11]2)=[CH:15][CH:16]=1)=[O:21])[CH3:43] |f:3.4|. Yield: 37.8%. Product: C(C)OC(CNC(=O)C=1SC(=CC1)CCC1CC2=C(N=C(N=C2O)N)NC1)=O (N-{5-[2-(2-amino-4-hydroxy-5,6,7,8-tetrahydropyrido[2,3-d]pyrimidin-6-yl)ethyl]thien-2-ylcarbonyl}glycine ethyl ester). Solvent: CN(C=O)C (dimethylformamide), CN(C=O)C (dimethylformamide). Reactants: CC(=O)OC1CSC(Oc2cncc(Br)c2)C(OC(C)=O)C1OC(C)=O, CC(C)Oc1ccc(B(O)O)cc1F. The product is CC(=O)OC1CSC(Oc2cncc(-c3ccc(OC(C)C)c(F)c3)c2)C(OC(C)=O)C1OC(C)=O. RXN SMILES: [C:1]([CH3:2])(=[O:3])[O:4][CH:5]1[CH:6]([O:7][c:8]2[cH:9][n:10][cH:11][c:12]([Br:14])[cH:13]2)[S:15][CH2:16][CH:17]([O:23][C:24]([CH3:25])=[O:26])[CH:18]1[O:19][C:20]([CH3:21])=[O:22].[F:27][c:28]1[cH:29][c:30]([B:38]([OH:39])[OH:40])[cH:31][cH:32][c:33]1[O:34][CH:35]([CH3:36])[CH3:37]>>[C:1]([CH3:2])(=[O:3])[O:4][CH:5]1[CH:6]([O:7][c:8]2[cH:9][n:10][cH:11][c:12](-[c:30]3[cH:29][c:28]([F:27])[c:33]([O:34][CH:35]([CH3:36])[CH3:37])[cH:32][cH:31]3)[cH:13]2)[S:15][CH2:16][CH:17]([O:23][C:24]([CH3:25])=[O:26])[CH:18]1[O:19][C:20]([CH3:21])=[O:22]. Starting materials: C(C)(C)(C)[Si](C1=CC=CC=C1)(C1=CC=CC=C1)OCC=1C=CC2=C(COC(OC2)(C)C)C1 (tert-butyl-(7,7-dimethyl-5,9-dihydro-6,8-dioxabenzocyclohepten-2-yl)methoxydiphenylsilane), FC(C(=O)O)(F)F (trifluoroacetic acid), C(O)([O-])=O.[Na+] (sodium hydrogen carbonate). Solvent: O1CCCC1.O (tetrahydrofuran water). Conditions: time 4 hour. The product is O([Si](C1=CC=CC=C1)(C1=CC=CC=C1)C(C)(C)C)CC1=CC(=C(C=C1)CO)CO ([4-(tert-butyldiphenylsiloxymethyl)-2-hydroxymethylphenyl]methanol). RXN SMILES: [C:1]([Si:5]([O:18][CH2:19][C:20]1[CH:21]=[CH:22][C:23]2[CH2:29][O:28]C(C)(C)[O:26][CH2:25][C:24]=2[CH:32]=1)([C:12]1[CH:17]=[CH:16][CH:15]=[CH:14][CH:13]=1)[C:6]1[CH:11]=[CH:10][CH:9]=[CH:8][CH:7]=1)([CH3:4])([CH3:3])[CH3:2].FC(F)(F)C(O)=O.C(=O)([O-])O.[Na+]>O1CCCC1.O>[O:18]([CH2:19][C:20]1[CH:21]=[CH:22][C:23]([CH2:29][OH:28])=[C:24]([CH2:25][OH:26])[CH:32]=1)[Si:5]([C:1]([CH3:3])([CH3:4])[CH3:2])([C:12]1[CH:17]=[CH:16][CH:15]=[CH:14][CH:13]=1)[C:6]1[CH:7]=[CH:8][CH:9]=[CH:10][CH:11]=1 |f:2.3,4.5|. Procedure details: To a solution of 6.175 g (13.825 mM) of tert-butyl-(7,7-dimethyl-5,9-dihydro-6,8-dioxabenzocyclohepten-2-yl)methoxydiphenylsilane in 50 ml of tetrahydrofuran-water (4:1) was added 2 ml of trifluoroacetic acid with ice-cooling and the mixture was stirred at room temperature for 4 hours. This reaction mixture was poured in aqueous solution of sodium hydrogen carbonate and extracted with 3 portions of ethyl acetate. The pooled organic layer was dried over MgSO4 and the solvent was distilled off und... Reactants: COC=1C=C(C(=O)NC=2SC3=C(N2)C(=CC=C3C3CCNCC3)OC)C=CN1 (2-methoxy-N-(4-methoxy-7-piperidin-4-yl-benzothiazol-2-yl)-isonicotinamide), Cl (hydrochloride), C([O-])(O)=O.[Na+] (sodium bicarbonate), C(C)(=O)OC(C)=O (acetic anhydride). The solvent is C1CCOC1 (THF), C(C)N(CC)CC (triethyl amine), O (water). Conditions: time 1 hour. The product is C(C)(=O)N1CCC(CC1)C1=CC=C(C=2N=C(SC21)NC(C2=CC(=NC=C2)OC)=O)OC (N-[7-(1-acetyl-piperidin-4-yl)-4-methoxy-benzothiazol-2-yl]-2-methoxy-isonicotinamide). Isolated yield 74.3%. Reaction SMILES: [CH3:1][O:2][C:3]1[CH:4]=[C:5]([CH:26]=[CH:27][N:28]=1)[C:6]([NH:8][C:9]1[S:10][C:11]2[C:17]([CH:18]3[CH2:23][CH2:22][NH:21][CH2:20][CH2:19]3)=[CH:16][CH:15]=[C:14]([O:24][CH3:25])[C:12]=2[N:13]=1)=[O:7].Cl.[C:30](OC(=O)C)(=[O:32])[CH3:31].C(=O)(O)[O-].[Na+]>C1COCC1.O.C(N(CC)CC)C>[C:30]([N:21]1[CH2:20][CH2:19][CH:18]([C:17]2[C:11]3[S:10][C:9]([NH:8][C:6](=[O:7])[C:5]4[CH:26]=[CH:27][N:28]=[C:3]([O:2][CH3:1])[CH:4]=4)=[N:13][C:12]=3[C:14]([O:24][CH3:25])=[CH:15][CH:16]=2)[CH2:23][CH2:22]1)(=[O:32])[CH3:31] |f:3.4|. Reported procedure: To a solution of 0.07 g (0.16 mMol) 2-methoxy-N-(4-methoxy-7-piperidin-4-yl-benzothiazol-2-yl)-isonicotinamide 1:2 hydrochloride in 4 ml THF were added 0.049 ml triethyl amine. At 0° C. 0.018 ml (0.11 mMol) acetic anhydride was added dropwise and stirred for 1 h. Then a mixture of 5 ml sat. aqueous sodium bicarbonate and 10 ml water were added. This was extracted three times with 15 ml ethyl acetate, the combined organic phases were dried over sodium sulfate and evaporated to dryness in vacuo. O... Starting materials: solution, C[Si](C)(C)[NH-].C[Si](C)(C)[NH-].[Li+].[Li+] (lithium bis(trimethylsilylamide)), C(C)(C)(C)SC1CC(N1CC(=O)OCC1=CC=C(C=C1)[N+](=O)[O-])=O (p-nitrobenzyl 2-(4-tertbutylthio-2-oxo-1-azetidinyl)acetate), ClCC(C(=O)Cl)(C)C (chloropivaloyl chloride). Solvent: C1CCOC1 (THF), O1CCCC1 (tetrahydrofuran), C1(=CC=CC=C1)C (toluene), Cl (HCl), [Na+].[Cl-] (NaCl). Conditions: temperature -70 celsius, time 30 minute. Yields the product C(C)(C)(C)SC1CC(N1C(C(=O)OCC1=CC=C(C=C1)[N+](=O)[O-])C(C(CCl)(C)C)=O)=O (p-Nitrobenzyl 2-(4-tert-butylthio-2-oxo-1-aze-tidinyl)-5-chloro-4,4-dimethyl-3-oxopentanoate). The yield is 69.4%. Reaction SMILES: C[Si]([NH-])(C)C.C[Si]([NH-])(C)C.[Li+].[Li+].[C:13]([S:17][CH:18]1[N:21]([CH2:22][C:23]([O:25][CH2:26][C:27]2[CH:32]=[CH:31][C:30]([N+:33]([O-:35])=[O:34])=[CH:29][CH:28]=2)=[O:24])[C:20](=[O:36])[CH2:19]1)([CH3:16])([CH3:15])[CH3:14].[Cl:37][CH2:38][C:39]([CH3:44])([CH3:43])[C:40](Cl)=[O:41]>C1COCC1.C1(C)C=CC=CC=1.Cl.[Na+].[Cl-]>[C:13]([S:17][CH:18]1[N:21]([CH:22]([C:40](=[O:41])[C:39]([CH3:44])([CH3:43])[CH2:38][Cl:37])[C:23]([O:25][CH2:26][C:27]2[CH:28]=[CH:29][C:30]([N+:33]([O-:35])=[O:34])=[CH:31][CH:32]=2)=[O:24])[C:20](=[O:36])[CH2:19]1)([CH3:16])([CH3:14])[CH3:15] |f:0.1.2.3,9.10|. Procedure: 6 ml of a 1M solution of lithium bis(trimethylsilylamide) in THF is slowly added dropwise to a stirred mixture, at 70° C., of 1.06 g (3 mmol) of p-nitrobenzyl 2-(4-tertbutylthio-2-oxo-1-azetidinyl)acetate and 410 μl (3.17 mmol) of chloropivaloyl chloride in 38 ml of absolute tetrahydrofuran, and the mixture is stirred for a further 30 minutes at -70° C. The reaction mixture is diluted with 250 ml of toluene, and 10 ml of 2N aqueous HCl and 100 ml of saturated NaCl solution are added. After separ...